Dataset: the Open Reaction Database (ORD), a public repository of structured organic reaction records. Task: describe an organic reaction: reactants, conditions, products, and yield Starting materials: [OH-].[Na+] (sodium hydroxide), OC1=CC=CC2=C(C=CC=C12)O (1,5-dihydroxynaphthalene), C(CCCCCCCCC)I (n-decyl iodide). Conditions: time 4 hour. As a reaction SMILES: [OH-].[Na+].[OH:3][C:4]1[C:13]2[C:8](=[C:9]([OH:14])[CH:10]=[CH:11][CH:12]=2)[CH:7]=[CH:6][CH:5]=1.[CH2:15](I)[CH2:16][CH2:17][CH2:18][CH2:19][CH2:20][CH2:21][CH2:22][CH2:23][CH3:24]>C(O)C>[CH2:15]([O:3][C:4]1[CH:5]=[CH:6][CH:7]=[C:8]2[C:13]=1[CH:12]=[CH:11][CH:10]=[C:9]2[OH:14])[CH2:16][CH2:17][CH2:18][CH2:19][CH2:20][CH2:21][CH2:22][CH2:23][CH3:24] |f:0.1|. Product: C(CCCCCCCCC)OC1=C2C=CC=C(C2=CC=C1)O (5-decyloxy-1-naphthol). The solvent is C(C)O (ethanol). Procedure: 12 g (0.3 Mol) sodium hydroxide are dissolved while heating in 500 ml ethanol and a solution of 25 g (0.15 Mol) 1,5-dihydroxynaphthalene 97% is added to the cooled solution within 20 minutes. Afterwards 40.23 g (0.15 Mol) n-decyl iodide is added dropwise within 20 minutes and it is subsequently boiled for 4 hours under reflux. After aspiration of the inorganic residue, the filtrate is concentrated in a vacuum and the dark-brown, semi-crystalline residue is purified by column chromatography on si... Reactants: [OH-].[Na+] (sodium hydroxide), C(\C=C\C=C\C)(=O)O (sorbic acid). The product is C(\C=C\C=C\C)(=O)[O-].[Na+] (sodium sorbate). As a reaction SMILES: [OH-].[Na+:2].[C:3]([OH:10])(=[O:9])/[CH:4]=[CH:5]/[CH:6]=[CH:7]/[CH3:8]>>[C:3]([O-:10])(=[O:9])/[CH:4]=[CH:5]/[CH:6]=[CH:7]/[CH3:8].[Na+:2] |f:0.1,3.4|. Procedure details: To 135 parts of the above-prepared polyester, 110 parts of a concentrated hydrochloric acid was added, and the resulting mixture was heated to 80° C. to decompose the polyester. The resulting mixture was separated by filtration, and was washed to yield 123 parts of a crude sorbic acid. A sodium hydroxide aqueous solution was added to the crude sorbic acid to yield a sodium sorbate aqueous solution, and to the solution 6 parts of active carbon was added, and the resulting mixture was stirred for ...